Task: describe an organic reaction: reactants, conditions, products, and yield. Dataset: the Open Reaction Database (ORD), a public repository of structured organic reaction records The reactants are CC(=O)[O-], CC(=O)[O-], O=C(c1ccc2[nH]c(C(=O)N3CCS(=O)(=O)CC3)cc2c1)N1CCN(C2CCC2)CC1, OB(O)c1ccnc(Cl)c1, ClCCl, [Cu+2], c1ccncc1. Product: O=C(c1ccc2c(c1)cc(C(=O)N1CCS(=O)(=O)CC1)n2-c1ccnc(Cl)c1)N1CCN(C2CCC2)CC1. As a reaction SMILES: [C:51]([O-:52])(=[O:53])[CH3:54].[C:56]([O-:57])(=[O:58])[CH3:59].[CH:1]1([N:5]2[CH2:6][CH2:7][N:8]([C:11](=[O:12])[c:13]3[cH:14][c:15]4[cH:16][c:17]([C:22](=[O:23])[N:24]5[CH2:25][CH2:26][S:27](=[O:30])(=[O:31])[CH2:28][CH2:29]5)[nH:18][c:19]4[cH:20][cH:21]3)[CH2:9][CH2:10]2)[CH2:2][CH2:3][CH2:4]1.[Cl:32][c:33]1[n:34][cH:35][cH:36][c:37]([B:39]([OH:40])[OH:41])[cH:38]1.[Cl:48][CH2:49][Cl:50].[Cu+2:55].[cH:42]1[cH:43][cH:44][n:45][cH:46][cH:47]1>>[CH:1]1([N:5]2[CH2:6][CH2:7][N:8]([C:11](=[O:12])[c:13]3[cH:14][c:15]4[cH:16][c:17]([C:22](=[O:23])[N:24]5[CH2:25][CH2:26][S:27](=[O:30])(=[O:31])[CH2:28][CH2:29]5)[n:18](-[c:37]5[cH:36][cH:35][n:34][c:33]([Cl:32])[cH:38]5)[c:19]4[cH:20][cH:21]3)[CH2:9][CH2:10]2)[CH2:2][CH2:3][CH2:4]1. Starting materials: CCOC(=O)CCCOc1ccc2c(c1)CC(NC(=O)OC(C)(C)C)CC2, CO, CCO, [Na+], [OH-]. Yields the product CC(C)(C)OC(=O)NC1CCc2ccc(OCCCC(=O)O)cc2C1. RXN SMILES: [C:1]([CH3:2])([CH3:3])([CH3:4])[O:5][C:6](=[O:7])[NH:8][CH:9]1[CH2:10][c:11]2[cH:12][c:13]([O:19][CH2:20][CH2:21][CH2:22][C:23](=[O:24])[O:25][CH2:26][CH3:27])[cH:14][cH:15][c:16]2[CH2:17][CH2:18]1.[CH3:28][OH:29].[CH3:30][CH2:31][OH:32].[Na+:34].[OH-:33]>>[C:1]([CH3:2])([CH3:3])([CH3:4])[O:5][C:6](=[O:7])[NH:8][CH:9]1[CH2:10][c:11]2[cH:12][c:13]([O:19][CH2:20][CH2:21][CH2:22][C:23](=[O:24])[OH:25])[cH:14][cH:15][c:16]2[CH2:17][CH2:18]1. Reactants: NC1=C(C=CC=C1C(C1=CC=CC=C1)=O)C(C(=O)N1CCOCC1)SC (4-[2-(2-amino-3-benzoylphenyl)-2-(methylthio)acetyl]morpholine). The reagents and catalysts are [Ni] (Raney nickel). Run in O1CCCC1 (tetrahydrofuran). Yields the product NC1=C(C=CC=C1C(C1=CC=CC=C1)=O)CC(=O)N1CCOCC1 (4-[2-(2-Amino-3-benzoylphenyl)acetyl]morpholine). The yield is 82.0%. Reaction SMILES: [NH2:1][C:2]1[C:7]([C:8](=[O:15])[C:9]2[CH:14]=[CH:13][CH:12]=[CH:11][CH:10]=2)=[CH:6][CH:5]=[CH:4][C:3]=1[CH:16](SC)[C:17]([N:19]1[CH2:24][CH2:23][O:22][CH2:21][CH2:20]1)=[O:18]>O1CCCC1.[Ni]>[NH2:1][C:2]1[C:7]([C:8](=[O:15])[C:9]2[CH:10]=[CH:11][CH:12]=[CH:13][CH:14]=2)=[CH:6][CH:5]=[CH:4][C:3]=1[CH2:16][C:17]([N:19]1[CH2:20][CH2:21][O:22][CH2:23][CH2:24]1)=[O:18]. Procedure: To an agitated solution of 18.5 g (0.05 mole) of 4-[2-(2-amino-3-benzoylphenyl)-2-(methylthio)acetyl]morpholine in 300 ml of tetrahydrofuran was added 150 g of wet Raney nickel. After 15 minutes the mixture was filtered and the filtrate concentrated under reduced pressure. After recrystallization of the residue from isopropyl alcohol, there was obtained 13.3 g (82%) of bright yellow crystals, m.p. 156.5°-158.5° C. Starting materials: ClC1=C(C=CC=C1)[N+](=O)[O-] (o-chloro-nitrobenzene), Cl (hydrochloric acid), [H-].[Na+] (sodium hydride), oil, CN(CCC(O)C1=CC=CC=C1)C (N,N-dimethyl-3-phenyl-3-hydroxy-propanamine). The solvent is CS(=O)C (dimethylsulfoxide), CS(=O)C (dimethylsulfoxide). Reaction conditions: temperature 25 celsius, time 1 hour. Yields the product CN(CCC(C1=CC=CC=C1)OC1=C(C=CC=C1)[N+](=O)[O-])C (N,N-dimethyl-γ-(2-nitrophenoxy)-benzene-propanamine). The yield is 76.0%. As a reaction SMILES: [H-].[Na+].[CH3:3][N:4]([CH3:15])[CH2:5][CH2:6][CH:7]([C:9]1[CH:14]=[CH:13][CH:12]=[CH:11][CH:10]=1)[OH:8].Cl[C:17]1[CH:22]=[CH:21][CH:20]=[CH:19][C:18]=1[N+:23]([O-:25])=[O:24].Cl>CS(C)=O>[CH3:15][N:4]([CH3:3])[CH2:5][CH2:6][CH:7]([O:8][C:17]1[CH:22]=[CH:21][CH:20]=[CH:19][C:18]=1[N+:23]([O-:25])=[O:24])[C:9]1[CH:14]=[CH:13][CH:12]=[CH:11][CH:10]=1 |f:0.1|. Procedure details: 70 ml of dimethylsulfoxide were added over 10 minutes at 60°-65° C. to a mixture of 20 ml of dimethylsulfoxide and 9.2 g of sodium hydride in a 50% oil disperson and after cooling the mixture to 25° C., 17.28 g of N,N-dimethyl-3-phenyl-3-hydroxy-propanamine were added thereto. The temperature returned to room temperature and 25.2 g of o-chloro-nitrobenzene were added thereto. The mixture was held at 25° C. for one hour and was then extracted with ethyl acetate. The organic phase was washed with ... Starting materials: S(=O)(=O)(O)O.C1(CCCCC1)CC(CN1C=NC=C1)CCCC (1-[2-(cyclohexylmethyl)-n-hexyl]imidazole hydrogen sulfate), C([O-])([O-])=O.[K+].[K+] (potassium carbonate). Solvent: CCOCC (ether). The product is C1(CCCCC1)CC(CN1C=NC=C1)CCCC (1-[2-(cyclohexylmethyl)-n-hexyl]imidazole). As a reaction SMILES: S(O)(O)(=O)=O.[CH:6]1([CH2:12][CH:13]([CH2:20][CH2:21][CH2:22][CH3:23])[CH2:14][N:15]2[CH:19]=[CH:18][N:17]=[CH:16]2)[CH2:11][CH2:10][CH2:9][CH2:8][CH2:7]1.C(=O)([O-])[O-].[K+].[K+]>CCOCC>[CH:6]1([CH2:12][CH:13]([CH2:20][CH2:21][CH2:22][CH3:23])[CH2:14][N:15]2[CH:19]=[CH:18][N:17]=[CH:16]2)[CH2:7][CH2:8][CH2:9][CH2:10][CH2:11]1 |f:0.1,2.3.4|. Reported procedure: A mixture of 1.0 g of 1-[2-(cyclohexylmethyl)-n-hexyl]imidazole hydrogen sulfate, ether (50 ml) and excess aqueous potassium carbonate was stirred until no solid remained. The ether layer was separated, washed with water, dried (MgSO4) and evaporated to give 1-[2-(cyclohexylmethyl)-n-hexyl]imidazole as an oil. Reactants: C(C1=CC=CC=C1)O[C@@H](C(=O)N[C@@H]1[C@H]([C@H]([C@@H](C1)N1C2=NC(=NC(=C2N=C1)NCC(C1=CC=CC=C1)C1=CC=CC=C1)N1C[C@@H](CC1)NC(=O)NC=1C=NC=CC1)O)O)C ((R)-2-Benzyloxy-N-((1S,2R,3S,4R)-4-{6-(2,2-diphenyl-ethylamino)-2-[(R)-3-(3-pyridin-3-yl-ureido)-pyrrolidin-1-yl]-purin-9-yl}-2,3-dihydroxy-cyclopentyl)-propionamide), C1(=CC=CC=C1)OC(NC=1C=NC=CC1)=O (pyridin-3-yl-carbamic acid phenyl ester), N[C@H]1CN(CC1)C1=NC(=C2N=CN(C2=N1)[C@H]1[C@@H]([C@@H]([C@H](C1)NC([C@@H](C)OCC1=CC=CC=C1)=O)O)O)NCC(C1=CC=CC=C1)C1=CC=CC=C1 ((R)—N-{(1S,2R,3S,4R)-4-[2-((R)-3-Amino-pyrrolidin-1-yl)-6-(2,2-diphenyl-ethylamino)-purin-9-yl]-2,3-dihydroxy-cyclopentyl}-2-benzyloxy-propionamide), C1(=CC=CC=C1)OC(NCC1=CC(=CC=C1)O)=O ((3-Hydroxy-benzyl)-carbamic acid phenyl ester). Product: C1(=CC=CC=C1)C(CNC1=C2N=CN(C2=NC(=N1)N1C[C@@H](CC1)NC(=O)NCC1=CC(=CC=C1)O)[C@H]1[C@@H]([C@@H]([C@H](C1)NC(CCO)=O)O)O)C1=CC=CC=C1 (N-[(1S,2R,3S,4R)-4-(6-(2,2-Diphenyl-ethylamino)-2-{(R)-3-[3-(3-hydroxy-benzyl)-ureido]-pyrrolidin-1-yl}-purin-9-yl)-2,3-dihydroxy-cyclopentyl]-3-hydroxy-propionamide). Reaction SMILES: [CH2:1]([O:8][C@H](C)C(N[C@H]1C[C@@H](N2C=NC3C2=NC(N2CC[C@@H](NC(NC4C=NC=CC=4)=O)C2)=NC=3NCC(C2C=CC=CC=2)C2C=CC=CC=2)[C@H](O)[C@@H]1O)=O)[C:2]1C=CC=CC=1.[NH2:60][C@@H:61]1[CH2:65][CH2:64][N:63]([C:66]2[N:74]=[C:73]3[C:69]([N:70]=[CH:71][N:72]3[C@@H:75]3[CH2:79][C@H:78]([NH:80][C:81](=[O:92])[C@H](OCC4C=CC=CC=4)C)[C@@H:77]([OH:93])[C@H:76]3[OH:94])=[C:68]([NH:95][CH2:96][CH:97]([C:104]3[CH:109]=[CH:108][CH:107]=[CH:106][CH:105]=3)[C:98]3[CH:103]=[CH:102][CH:101]=[CH:100][CH:99]=3)[N:67]=2)[CH2:62]1.C1(O[C:117](=[O:127])[NH:118][CH2:119][C:120]2[CH:125]=[CH:124][CH:123]=[C:122]([OH:126])[CH:121]=2)C=CC=CC=1.C1(OC(=O)NC2C=NC=CC=2)C=CC=CC=1>>[C:98]1([CH:97]([C:104]2[CH:105]=[CH:106][CH:107]=[CH:108][CH:109]=2)[CH2:96][NH:95][C:68]2[N:67]=[C:66]([N:63]3[CH2:64][CH2:65][C@@H:61]([NH:60][C:117]([NH:118][CH2:119][C:120]4[CH:125]=[CH:124][CH:123]=[C:122]([OH:126])[CH:121]=4)=[O:127])[CH2:62]3)[N:74]=[C:73]3[C:69]=2[N:70]=[CH:71][N:72]3[C@@H:75]2[CH2:79][C@H:78]([NH:80][C:81](=[O:92])[CH2:2][CH2:1][OH:8])[C@@H:77]([OH:93])[C@H:76]2[OH:94])[CH:99]=[CH:100][CH:101]=[CH:102][CH:103]=1. Reported procedure: The title compound was prepared analogously to (R)-2-benzyloxy-N-((1S,2R,3S,4R)-4-{6-(2,2-diphenyl-ethylamino)-2-[(R)-3-(3-pyridin-3-yl-ureido)-pyrrolidin-1-yl]-purin-9-yl}-2,3-dihydroxy-cyclopentyl)-propionamide (Example 181, step 5), by substituting N-{(1S,2R,3S,4R)-4-[2-((R)-3-amino-pyrrolidin-1-yl)-6-(2,2-diphenyl-ethylamino)-purin-9-yl]-2,3-dihydroxy-cyclopentyl}-3-hydroxy-propionamide (Intermediate ZG) for (R)—N-{(1S,2R,3S,4R)-4-[2-((R)-3-amino-pyrrolidin-1-yl)-diphenyl-ethylamino)-purin-9... Starting materials: CN(CCNC)C (N1,N1,N2-trimethylethane-1,2-diamine), FC1=CC(=C(C=C1[N+](=O)[O-])NC1=NC=CC(=N1)C1=CN(C2=CC=CC=C12)C)OC (N-(4-fluoro-2-methoxy-5-nitrophenyl)-4-(1-methylindol-3-yl)pyrimidin-2-amine), Intermediate 129, ClC=1C(=NC(=NC1)NC1=C(C=C(C(=C1)[N+](=O)[O-])F)OC)C1=CN(C2=CC=CC=C12)C (5-chloro-N-(4-fluoro-2-methoxy-5-nitrophenyl)-4-(1-methylindol-3-yl)pyrimidin-2-amine), CCN(C(C)C)C(C)C (DIPEA). Isolated yield 62.0%. The product is CN(CCN(C1=CC(=C(C=C1[N+](=O)[O-])NC1=NC=CC(=N1)C1=CN(C2=CC=CC=C12)C)OC)C)C (N′-(2-Dimethylaminoethyl)-2-methoxy-N′-methyl-N-[4-(1-methylindol-3-yl)pyrimidin-2-yl]-5-nitrobenzene-1,4-diamine). RXN SMILES: [CH3:1][N:2]([CH3:7])[CH2:3][CH2:4][NH:5][CH3:6].F[C:9]1[C:14]([N+:15]([O-:17])=[O:16])=[CH:13][C:12]([NH:18][C:19]2[N:24]=[C:23]([C:25]3[C:33]4[C:28](=[CH:29][CH:30]=[CH:31][CH:32]=4)[N:27]([CH3:34])[CH:26]=3)[CH:22]=[CH:21][N:20]=2)=[C:11]([O:35][CH3:36])[CH:10]=1.ClC1C(C2C3C(=CC=CC=3)N(C)C=2)=NC(NC2C=C([N+]([O-])=O)C(F)=CC=2OC)=NC=1.CCN(C(C)C)C(C)C>FC(F)(F)CO>[CH3:1][N:2]([CH3:7])[CH2:3][CH2:4][N:5]([CH3:6])[C:9]1[C:14]([N+:15]([O-:17])=[O:16])=[CH:13][C:12]([NH:18][C:19]2[N:24]=[C:23]([C:25]3[C:33]4[C:28](=[CH:29][CH:30]=[CH:31][CH:32]=4)[N:27]([CH3:34])[CH:26]=3)[CH:22]=[CH:21][N:20]=2)=[C:11]([O:35][CH3:36])[CH:10]=1. Solvent: FC(CO)(F)F (2,2,2-trifluoroethanol). Reaction conditions: temperature 140 celsius. Procedure: N1,N1,N2-trimethylethane-1,2-diamine (80 mg, 0.79 mmol) was added to a suspension of N-(4-fluoro-2-methoxy-5-nitrophenyl)-4-(1-methylindol-3-yl)pyrimidin-2-amine (Intermediate 129, (which may be prepared by the method described for Intermediate 87); 350 mg, 0.79 mmol) and DIPEA (0.342 mL, 1.97 mmol) in 2,2,2-trifluoroethanol (5 mL). The mixture was heated in a microwave at 140° C. for 1 h. The cooled reaction mixture was purified by ion exchange chromatography, using an SCX column. The desired p...